Dataset: the Open Reaction Database (ORD), a public repository of structured organic reaction records. Task: describe an organic reaction: reactants, conditions, products, and yield Starting materials: CO (methanol), [H-].C(C(C)C)[Al+]CC(C)C (Di-isobutylaluminum hydride), ice, ClCCl.CCCCCC (dichloromethane hexane), C(CCCCCCCCCCCCCCC)NC=1C=C(SC1)C#N (4-hexadecylamino-2-cyanothiophene). Solvent: C1(=CC=CC=C1)C (toluene), C1(=CC=CC=C1)C (toluene). Yields the product C(CCCCCCCCCCCCCCC)NC=1C=C(SC1)C=O (4-hexadecylamino-2-formylthiophene). RXN SMILES: [H-].C([Al+]CC(C)C)C(C)C.[CH2:11]([NH:27][C:28]1[CH:29]=[C:30]([C:33]#N)[S:31][CH:32]=1)[CH2:12][CH2:13][CH2:14][CH2:15][CH2:16][CH2:17][CH2:18][CH2:19][CH2:20][CH2:21][CH2:22][CH2:23][CH2:24][CH2:25][CH3:26].C[OH:36].ClCCl.CCCCCC>C1(C)C=CC=CC=1>[CH2:11]([NH:27][C:28]1[CH:29]=[C:30]([CH:33]=[O:36])[S:31][CH:32]=1)[CH2:12][CH2:13][CH2:14][CH2:15][CH2:16][CH2:17][CH2:18][CH2:19][CH2:20][CH2:21][CH2:22][CH2:23][CH2:24][CH2:25][CH3:26] |f:0.1,4.5|. Procedure details: Di-isobutylaluminum hydride (14 ml., 25% solution in toluene) is added with stirring to a solution of 2.9 g. of 4-hexadecylamino-2-cyanothiophene in toluene under a nitrogen atmosphere. The temperature rises during the addition and the reaction is then stirred for 1 hour. A solution of methanol in toluene (14 ml., 1:1) is added over 30 minutes and the mixture is poured into vigorously stirred ice-cold aqueous sulfuric acid (125 ml., 5%). After 10 minutes diatomaceous earth (7.5 g.) is added, the... Reactants: N[C@H](CCC(=O)N[C@H](CC1=CNC2=CC=CC=C12)C(=O)O)C(N)=O (D-isoglutamyl-D-tryptophan), [OH-].[NH4+] (ammonium hydroxide), [OH-].[NH4+] (Ammonium hydroxide). Run at time 2 hour. The product is [NH4+].N[C@H](CCC(=O)N[C@H](CC1=CNC2=CC=CC=C12)C(=O)[O-])C(N)=O (D-isoglutamyl-D-tryptophan, ammonium salt). Reaction SMILES: [NH2:1][C@@H:2]([C:22](=[O:24])[NH2:23])[CH2:3][CH2:4][C:5]([NH:7][C@@H:8]([C:19]([OH:21])=[O:20])[CH2:9][C:10]1[C:18]2[C:13](=[CH:14][CH:15]=[CH:16][CH:17]=2)[NH:12][CH:11]=1)=[O:6].[OH-].[NH4+]>>[NH4+:1].[NH2:1][C@@H:2]([C:22](=[O:24])[NH2:23])[CH2:3][CH2:4][C:5]([NH:7][C@@H:8]([C:19]([O-:21])=[O:20])[CH2:9][C:10]1[C:18]2[C:13](=[CH:14][CH:15]=[CH:16][CH:17]=2)[NH:12][CH:11]=1)=[O:6] |f:1.2,3.4|. Reported procedure: H-D-iGlu-D-Trp-OH (1 g from Example 3) was mixed with ammonium hydroxide (0.55M, 6 mL). The mixture was stirred and the pH was measured to be around 4.5. Ammonium hydroxide (0.55M) was added dropwise until the pH of the solution reached between 7.0 to 7.5. Volatile materials were removed in vacuo, and the residual oil was mixed with isopropanol. A white precipitate appeared. After 2 h, the solid ammonium salt was collected by suction filtration. The solid was dried to constant weight (1 g) under...